This data is from the Open Reaction Database (ORD), a public repository of structured organic reaction records. The task is: describe an organic reaction: reactants, conditions, products, and yield Starting materials: ice water, FS(C=1C=C(C(=O)O)C=CC1)(F)(F)(F)F (3-Pentafluorosulfanylbenzoic acid), [N+](=O)(O)[O-] (nitric acid), S(O)(O)(=O)=O (sulfuric acid), S(O)(O)(=O)=O (sulfuric acid). Reaction conditions: time 8 hour. The product is FS(C=1C=C(C(=O)O)C=C(C1)[N+](=O)[O-])(F)(F)(F)F (3-pentafluorosulfanyl-5-nitrobenzoic acid). As a reaction SMILES: [F:1][S:2]([F:15])([F:14])([F:13])([F:12])[C:3]1[CH:4]=[C:5]([CH:9]=[CH:10][CH:11]=1)[C:6]([OH:8])=[O:7].S(=O)(=O)(O)O.[N+:21]([O-])([OH:23])=[O:22]>>[F:1][S:2]([F:12])([F:13])([F:14])([F:15])[C:3]1[CH:4]=[C:5]([CH:9]=[C:10]([N+:21]([O-:23])=[O:22])[CH:11]=1)[C:6]([OH:8])=[O:7]. Reported procedure: 3-Pentafluorosulfanylbenzoic acid (15 g) was dissolved in fuming nitric acid (120 ml) and stirred at RT with exclusion of moisture. Then concentrated sulfuric acid (7.5 ml) was added and the mixture was stirred at 75° C. After stirring at 75° C. for 8 h, the mixture was left to stand overnight, then further sulfuric acid (1.5 ml) was added and the mixture was heated to 75° C. while stirring for 8 h. After being left to stand overnight, the mixture was added to ice-water and stirred for 2 h. Then... The reactants are CCOC(=O)CCN(C)C(=O)c1ccc(NC(c2oc3ccc(C#N)cc3c2C)C2CCCCC2)cc1, CCO, [Li+], C1CCOC1, [OH-]. Product: Cc1c(C(Nc2ccc(C(=O)N(C)CCC(=O)O)cc2)C2CCCCC2)oc2ccc(C#N)cc12. As a reaction SMILES: [C:1](#[N:2])[c:3]1[cH:4][cH:5][c:6]2[c:7]([c:8]([CH3:36])[c:9]([CH:11]([CH:12]3[CH2:13][CH2:14][CH2:15][CH2:16][CH2:17]3)[NH:18][c:19]3[cH:20][cH:21][c:22]([C:25](=[O:26])[N:27]([CH2:28][CH2:29][C:30](=[O:31])[O:32][CH2:33][CH3:34])[CH3:35])[cH:23][cH:24]3)[o:10]2)[cH:37]1.[CH3:45][CH2:46][OH:47].[Li+:43].[O:38]1[CH2:39][CH2:40][CH2:41][CH2:42]1.[OH-:44]>>[C:1](#[N:2])[c:3]1[cH:4][cH:5][c:6]2[c:7]([c:8]([CH3:36])[c:9]([CH:11]([CH:12]3[CH2:13][CH2:14][CH2:15][CH2:16][CH2:17]3)[NH:18][c:19]3[cH:20][cH:21][c:22]([C:25](=[O:26])[N:27]([CH2:28][CH2:29][C:30](=[O:31])[OH:32])[CH3:35])[cH:23][cH:24]3)[o:10]2)[cH:37]1.